From a dataset of the Open Reaction Database (ORD), a public repository of structured organic reaction records. describe an organic reaction: reactants, conditions, products, and yield Reactants: CC(C#CC1=C(C=CC=C1)OC)(OC1=CC=C(C#N)C=C1)C (4-[1,1-dimethyl-3-(2-methoxyphenyl)-2-propynyloxy]benzonitrile). Solvent: ClC1=C(C=CC=C1)Cl (1,2-dichlorobenzene). The product is COC1=C(C=CC=C1)C1=CC(OC2=C1C=C(C=C2)C#N)(C)C (4-(2-methoxyphenyl)-2,2-dimethyl-2H-1-benzopyran-6-carbonitrile). Isolated yield 48.5%. RXN SMILES: [CH3:1][C:2]([CH3:22])([O:13][C:14]1[CH:21]=[CH:20][C:17]([C:18]#[N:19])=[CH:16][CH:15]=1)[C:3]#[C:4][C:5]1[CH:10]=[CH:9][CH:8]=[CH:7][C:6]=1[O:11][CH3:12]>ClC1C=CC=CC=1Cl>[CH3:12][O:11][C:6]1[CH:7]=[CH:8][CH:9]=[CH:10][C:5]=1[C:4]1[C:21]2[CH:20]=[C:17]([C:18]#[N:19])[CH:16]=[CH:15][C:14]=2[O:13][C:2]([CH3:22])([CH3:1])[CH:3]=1. Procedure: 0.99 g of 4-[1,1-dimethyl-3-(2-methoxyphenyl)-2-propynyloxy]benzonitrile was dissolved in 10 ml of 1,2-dichlorobenzene and heated at reflux for 1.5 hours. After cooling the solution was evaporated and the residue was chromatographed on silica gel using ethyl acetate/petroleum ether (1:4) for the elution. After recrystallization from petroleum ether (boiling point 60°-80° C.) there were obtained 480 mg of 4-(2-methoxyphenyl)-2,2-dimethyl-2H-1-benzopyran-6-carbonitrile of melting point 109°-111° C... Reactants: COCCOC, [Cl-], CC(C)(C)OC(=O)N1CC=C(OS(=O)(=O)C(F)(F)F)CC1, [Li+], O=[N+]([O-])c1ccc(B(O)O)cc1, [Na+], [Na+], O=C([O-])[O-]. Yields the product CC(C)(C)OC(=O)N1CC=C(c2ccc([N+](=O)[O-])cc2)CC1. RXN SMILES: [CH3:42][O:43][CH2:44][CH2:45][O:46][CH3:47].[Cl-:41].[F:1][C:2]([F:3])([F:4])[S:5]([O:6][C:7]1=[CH:12][CH2:11][N:10]([C:13](=[O:14])[O:15][C:16]([CH3:17])([CH3:18])[CH3:19])[CH2:9][CH2:8]1)(=[O:20])=[O:21].[Li+:40].[N+:22](=[O:23])([O-:24])[c:25]1[cH:26][cH:27][c:28]([B:31]([OH:32])[OH:33])[cH:29][cH:30]1.[Na+:34].[Na+:35].[O-:36][C:37](=[O:38])[O-:39]>>[C:7]1([c:28]2[cH:27][cH:26][c:25]([N+:22](=[O:23])[O-:24])[cH:30][cH:29]2)=[CH:12][CH2:11][N:10]([C:13](=[O:14])[O:15][C:16]([CH3:17])([CH3:18])[CH3:19])[CH2:9][CH2:8]1. Reactants: BrCC(=O)Cl (bromoacetyl chloride), C1=CC=CC=2NC3=C(NC(C21)=O)C=CC=C3 (5,10-dihydro-11H-dibenzo[b,e][1,4]-diazepin-11-one), Cl (hydrogen chloride). The solvent is C1(=CC=CC=C1)C (toluene). The product is BrCC(=O)N1C2=C(NC(C3=C1C=CC=C3)=O)C=CC=C2 (5-bromoacetyl-5,10-dihydro-11H-dibenzo[b,e][1,4]-diazepin-11-one). As a reaction SMILES: [Br:1][CH2:2][C:3](Cl)=[O:4].[CH:6]1[C:16]2[C:15](=[O:17])[NH:14][C:13]3[CH:18]=[CH:19][CH:20]=[CH:21][C:12]=3[NH:11][C:10]=2[CH:9]=[CH:8][CH:7]=1.Cl>C1(C)C=CC=CC=1>[Br:1][CH2:2][C:3]([N:11]1[C:10]2[CH:9]=[CH:8][CH:7]=[CH:6][C:16]=2[C:15](=[O:17])[NH:14][C:13]2[CH:18]=[CH:19][CH:20]=[CH:21][C:12]1=2)=[O:4]. Procedure details: 93 g (0.55 mol) of bromoacetyl chloride were added dropwise, with stirring, to a suspension of 105 g (0.5 mol) of 5,10-dihydro-11H-dibenzo[b,e][1,4]-diazepin-11-one in 1 liter of toluene, at 90° C. The mixture was then refluxed for a further 30 minutes, during which there was a strong development of hydrogen chloride. After cooling, the dark blue crystal slurry obtained was suction filtered; Reactants: BrC1=CC=C(C=C1)C=1OC(=C(N1)CCN1CCCC1)C (2-(4-Bromo-phenyl)-5-methyl-4-(2-pyrrolidin-1-yl-ethyl)-oxazole), C([O-])([O-])=O.[Na+].[Na+] (sodium carbonate), CS(=O)C1=CC=C(C=C1)B(O)O (4-Methylsulfinylbenzene boronic acid). Reagents/catalysts: [Pd].C1(=CC=CC=C1)P(C1=CC=CC=C1)C1=CC=CC=C1.C1(=CC=CC=C1)P(C1=CC=CC=C1)C1=CC=CC=C1.C1(=CC=CC=C1)P(C1=CC=CC=C1)C1=CC=CC=C1.C1(=CC=CC=C1)P(C1=CC=CC=C1)C1=CC=CC=C1 (Tetrakis(triphenylphosphine) palladium (0)). Run in C1(=CC=CC=C1)C (toluene), O (water), C(C)O (ethanol). Yields the product CS(=O)C1=CC=C(C=C1)C1=CC=C(C=C1)C=1OC(=C(N1)CCN1CCCC1)C (2-(4′-Methanesulfinyl-biphenyl-4-yl)-5-methyl-4-(2-pyrrolidin-1-yl-ethyl)-oxazole). The yield is 30.3%. Reaction SMILES: Br[C:2]1[CH:7]=[CH:6][C:5]([C:8]2[O:9][C:10]([CH3:20])=[C:11]([CH2:13][CH2:14][N:15]3[CH2:19][CH2:18][CH2:17][CH2:16]3)[N:12]=2)=[CH:4][CH:3]=1.C(=O)([O-])[O-].[Na+].[Na+].[CH3:27][S:28]([C:30]1[CH:35]=[CH:34][C:33](B(O)O)=[CH:32][CH:31]=1)=[O:29]>C1(C)C=CC=CC=1.O.C(O)C.[Pd].C1(P(C2C=CC=CC=2)C2C=CC=CC=2)C=CC=CC=1.C1(P(C2C=CC=CC=2)C2C=CC=CC=2)C=CC=CC=1.C1(P(C2C=CC=CC=2)C2C=CC=CC=2)C=CC=CC=1.C1(P(C2C=CC=CC=2)C2C=CC=CC=2)C=CC=CC=1>[CH3:27][S:28]([C:30]1[CH:35]=[CH:34][C:33]([C:2]2[CH:7]=[CH:6][C:5]([C:8]3[O:9][C:10]([CH3:20])=[C:11]([CH2:13][CH2:14][N:15]4[CH2:19][CH2:18][CH2:17][CH2:16]4)[N:12]=3)=[CH:4][CH:3]=2)=[CH:32][CH:31]=1)=[O:29] |f:1.2.3,8.9.10.11.12|. Reported procedure: To a stirred solution of 2-(4-Bromo-phenyl)-5-methyl-4-(2-pyrrolidin-1-yl-ethyl)-oxazole (50 mg, 0.149 mmol), sodium carbonate (47.5 mg, 0.448 mmol) and 4-Methylsulfinylbenzene boronic acid (137.3 mg, 0.75 mmol) in toluene (2.5 mL), water (0.75 mL) and ethanol (1 mL) under nitrogen was added Tetrakis(triphenylphosphine) palladium (0) (17. 2 mg, 0.015 mmol). The reaction was then heated to reflux for 48 h. The reaction was allowed to cool and bound to a SCX-2 cartridge (5 g). The cartridge was wa...